Dataset: the Open Reaction Database (ORD), a public repository of structured organic reaction records. Task: describe an organic reaction: reactants, conditions, products, and yield Starting materials: C(C#C)OC1OCCCC1 (2-(prop-2-ynyloxy)-tetrahydro-2H-pyran), [Li]CCCC (n-BuLi), C(=O)(O)[O-].[Na+] (NaHCO3), C(C1=CC=CC=C1)=O (benzaldehyde). Run in C1CCOC1 (THF). Reaction conditions: temperature -30 celsius, time 1 hour. The product is C1(=CC=CC=C1)C(C#CCOC1OCCCC1)O (1-phenyl-4-(tetrahydro-2H-pyran-2-yloxy)but-2-yn-1-ol). Reaction SMILES: [CH2:1]([O:4][CH:5]1[CH2:10][CH2:9][CH2:8][CH2:7][O:6]1)[C:2]#[CH:3].[Li]CCCC.[CH:16](=[O:23])[C:17]1[CH:22]=[CH:21][CH:20]=[CH:19][CH:18]=1.C([O-])(O)=O.[Na+]>C1COCC1>[C:17]1([CH:16]([OH:23])[C:3]#[C:2][CH2:1][O:4][CH:5]2[CH2:10][CH2:9][CH2:8][CH2:7][O:6]2)[CH:22]=[CH:21][CH:20]=[CH:19][CH:18]=1 |f:3.4|. Procedure: To a solution of 2-(prop-2-ynyloxy)-tetrahydro-2H-pyran (10.0 g, 71.4 mmol) in THF (40 mL) was added n-BuLi (2.5M, 31.4 mL, 78.6 mmol) at −78° C. The reaction mixture was kept for 1 h at −78° C. and then benzaldehyde (8.3 g, 78.6 mmol) was added at −78° C. The reaction mixture was stirred for 2 h and then slowly warmed to −30° C. before being poured into NaHCO3 (aq., 500 mL), extracted with ethyl acetate (3×200 mL), dried over anhydrous sodium sulfate and then concentrated in vacuo to afford 1-p... RXN SMILES: [C:1]([P:2]([C:3]([CH3:4])([CH3:5])[CH3:6])[c:7]1[cH:8][cH:9][cH:10][cH:11][c:12]1-[c:13]1[cH:14][cH:15][cH:16][cH:17][cH:18]1)([CH3:19])([CH3:20])[CH3:21].[C:22]([CH3:23])([CH3:24])([CH3:25])[O:26][C:27](=[O:28])[N:29]1[CH2:30][CH:31]2[N:32]([C:33](=[O:45])[c:34]3[c:35]([C:41]([F:42])([F:43])[F:44])[cH:36][c:37]([Br:40])[cH:38][c:39]32)[CH2:46][CH2:47]1.[CH3:55][C:56]([CH3:57])([O-:58])[CH3:59].[CH3:61][c:62]1[cH:63][cH:64][cH:65][cH:66][cH:67]1.[CH:106](=[CH:107][C:108]([CH:109]=[CH:110][c:111]1[cH:112][cH:113][cH:114][cH:115][cH:116]1)=[O:117])[c:118]1[cH:119][cH:120][cH:121][cH:122][cH:123]1.[CH:70](=[CH:71][C:72]([CH:73]=[CH:74][c:75]1[cH:76][cH:77][cH:78][cH:79][cH:80]1)=[O:81])[c:82]1[cH:83][cH:84][cH:85][cH:86][cH:87]1.[CH:88](=[CH:89][C:90]([CH:91]=[CH:92][c:93]1[cH:94][cH:95][cH:96][cH:97][cH:98]1)=[O:99])[c:100]1[cH:101][cH:102][cH:103][cH:104][cH:105]1.[NH2:48][c:49]1[cH:50][cH:51][cH:52][cH:53][cH:54]1.[Na+:60].[Pd:68].[Pd:69]>>[C:22]([CH3:23])([CH3:24])([CH3:25])[O:26][C:27](=[O:28])[N:29]1[CH2:30][CH:31]2[N:32]([C:33](=[O:45])[c:34]3[c:35]([C:41]([F:42])([F:43])[F:44])[cH:36][c:37]([NH:48][c:49]4[cH:50][cH:51][cH:52][cH:53][cH:54]4)[cH:38][c:39]32)[CH2:46][CH2:47]1. The product is CC(C)(C)OC(=O)N1CCN2C(=O)c3c(cc(Nc4ccccc4)cc3C(F)(F)F)C2C1. The reactants are CC(C)(C)P(c1ccccc1-c1ccccc1)C(C)(C)C, CC(C)(C)OC(=O)N1CCN2C(=O)c3c(cc(Br)cc3C(F)(F)F)C2C1, CC(C)(C)[O-], Cc1ccccc1, O=C(C=Cc1ccccc1)C=Cc1ccccc1, O=C(C=Cc1ccccc1)C=Cc1ccccc1, O=C(C=Cc1ccccc1)C=Cc1ccccc1, Nc1ccccc1, [Na+], [Pd], [Pd]. The reactants are CN1C(SCC1=O)=S (3-methyl-2-thioxothiazolidin-4-one), OC=1C=C(C=O)C=C(C1O)[N+](=O)[O-] (3,4-dihydroxy-5-nitrobenzaldehyde), N1CCCCC1 (piperidine). Run in C(C)(=O)O (acetic acid). Conditions: temperature 100 celsius. The product is OC=1C=C(C=C(C1O)[N+](=O)[O-])C=C1C(N(C(S1)=S)C)=O (5-[(3,4-Dihydroxy-5-nitrophenyl)methylidene]-3-methyl-2-thioxothiazolidin-4-one). Reaction SMILES: [CH3:1][N:2]1[C:6](=[O:7])[CH2:5][S:4][C:3]1=[S:8].[OH:9][C:10]1[CH:11]=[C:12]([CH:15]=[C:16]([N+:19]([O-:21])=[O:20])[C:17]=1[OH:18])[CH:13]=O.N1CCCCC1>C(O)(=O)C>[OH:9][C:10]1[CH:11]=[C:12]([CH:13]=[C:5]2[S:4][C:3](=[S:8])[N:2]([CH3:1])[C:6]2=[O:7])[CH:15]=[C:16]([N+:19]([O-:21])=[O:20])[C:17]=1[OH:18]. Procedure: A solution containing 0.74 g (0.005 mol) of 3-methyl-2-thioxothiazolidin-4-one, 0.92 g (0.005 mol) of 3,4-dihydroxy-5-nitrobenzaldehyde, 0.05 ml of piperidine in 10 ml of acetic acid was heated for 8 h at 100° C. The product was filtered and washed with 2-propanol. Yield 0.87 g (56%), mp 274°-276° C. Reactants: C(C)N(CC)CCCN (Diethylaminopropylamine), O (water), S1C(=NC=C1)C1=CC=CC=C1C(=O)O (thiazole-benzoic acid), C(=O)(N1C=NC=C1)N1C=NC=C1 (carbonyldiimidazole), CN(C)C=O (DMF). Reaction conditions: time 30 minute. Yields the product O.C(C(=O)O)(=O)O.C(C)N(CCCNC(=O)C1=CC=C(C=C1)C=1N=C(SC1)C1=CC=CC=C1)CC (4-[4-(3-Diethylaminopropylcarbamoyl)phenyl]-2-phenylthiazole Monooxalate Hydrate), oxalate salt. RXN SMILES: [S:1]1[CH:5]=[CH:4][N:3]=[C:2]1[C:6]1[C:11]([C:12]([OH:14])=[O:13])=[CH:10][CH:9]=[CH:8][CH:7]=1.C(N1[CH:26]=[CH:25]N=C1)(N1C=CN=C1)=[O:16].[CH2:27]([N:29]([CH2:32][CH2:33][CH2:34][NH2:35])[CH2:30][CH3:31])[CH3:28].O.CN([CH:40]=[O:41])C>>[OH2:13].[C:40]([OH:41])(=[O:16])[C:12]([OH:14])=[O:13].[CH2:27]([N:29]([CH2:30][CH3:31])[CH2:32][CH2:33][CH2:34][NH:35][C:40]([C:26]1[CH:25]=[CH:8][C:7]([C:4]2[N:3]=[C:2]([C:6]3[CH:7]=[CH:8][CH:9]=[CH:10][CH:11]=3)[S:1][CH:5]=2)=[CH:6][CH:2]=1)=[O:41])[CH3:28] |f:5.6.7|. Procedure: A mixture of the thiazole-benzoic acid XXIX (R=Ph: 1.0 g, 3.6 mM) and carbonyldiimidazole (0.9 g, 5.3 mM) in DMF (8 mL) was stirred for 30 min at room temperature. Diethylaminopropylamine was added to this mixture and the reaction was stirred for 2 hours, followed by the addition of water. The resulting suspension was extracted with several portions of ethyl acetate and the combined organic extracts were dried (MgSO4) and concentrated in vacuo. The residue was treated with hexane and oxalic acid... Reactants: CCN(C(C)C)C(C)C, CC(C)O, Clc1cc(Cl)nc(-c2ccccn2)n1, O, NCCc1c[nH]c2ccccc12. Product: Clc1cc(NCCc2c[nH]c3ccccc23)nc(-c2ccccn2)n1. Reaction SMILES: [CH:27]([N:28]([CH2:29][CH3:30])[CH:31]([CH3:32])[CH3:33])([CH3:34])[CH3:35].[CH:37]([OH:38])([CH3:39])[CH3:40].[Cl:1][c:2]1[n:3][c:4](-[c:9]2[n:10][cH:11][cH:12][cH:13][cH:14]2)[n:5][c:6]([Cl:8])[cH:7]1.[OH2:36].[nH:15]1[cH:16][c:17]([CH2:24][CH2:25][NH2:26])[c:18]2[cH:19][cH:20][cH:21][cH:22][c:23]12>>[c:2]1([NH:26][CH2:25][CH2:24][c:17]2[cH:16][nH:15][c:23]3[c:18]2[cH:19][cH:20][cH:21][cH:22]3)[n:3][c:4](-[c:9]2[n:10][cH:11][cH:12][cH:13][cH:14]2)[n:5][c:6]([Cl:8])[cH:7]1.